describe an organic reaction: reactants, conditions, products, and yield From a dataset of the Open Reaction Database (ORD), a public repository of structured organic reaction records. Run in C1(=CC=CC=C1)C (toluene). The product is [Si](C)(C)(C(C)(C)C)OC[C@H](CC1=CC=C(C=C1)O[Si](C)(C)C(C)(C)C)NC1=C(C=NC2=CC=CC=C12)N (N4-[(1S)-2-{[tert-butyl(dimethyl)silyl]oxy}-1-(4-{[tert-butyl(dimethyl)silyl]oxy}benzyl)ethyl]quinoline-3,4-diamine). Reagents/catalysts: [Pt] (Platinum on carbon). Procedure details: N-[(1S)-2-{[tert-Butyl(dimethyl)silyl]oxy}-1-(4-{[tert-butyl(dimethyl)silyl]oxy}benzyl)ethyl]-3-nitroquinolin-4-amine (25.24 g, 44.45 mmol) was dissolved in 300 mL of toluene and the solution was placed in a pressure bottle. Platinum on carbon (5%, 1.47 g) was then added and the reaction mixture was shaken under H2 at 35 PSI (2.4×105 Pa). After 20 hours, the reaction mixture was filtered through a pad of CELITE filter agent. The pad was rinsed with toluene and acetonitrile and the combined filtr... The reactants are [Si](C)(C)(C(C)(C)C)OC[C@H](CC1=CC=C(C=C1)O[Si](C)(C)C(C)(C)C)NC1=C(C=NC2=CC=CC=C12)[N+](=O)[O-] (N-[(1S)-2-{[tert-Butyl(dimethyl)silyl]oxy}-1-(4-{[tert-butyl(dimethyl)silyl]oxy}benzyl)ethyl]-3-nitroquinolin-4-amine). Reaction SMILES: [Si:1]([O:8][CH2:9][C@@H:10]([NH:26][C:27]1[C:36]2[C:31](=[CH:32][CH:33]=[CH:34][CH:35]=2)[N:30]=[CH:29][C:28]=1[N+:37]([O-])=O)[CH2:11][C:12]1[CH:17]=[CH:16][C:15]([O:18][Si:19]([C:22]([CH3:25])([CH3:24])[CH3:23])([CH3:21])[CH3:20])=[CH:14][CH:13]=1)([C:4]([CH3:7])([CH3:6])[CH3:5])([CH3:3])[CH3:2]>C1(C)C=CC=CC=1.[Pt]>[Si:1]([O:8][CH2:9][C@@H:10]([NH:26][C:27]1[C:36]2[C:31](=[CH:32][CH:33]=[CH:34][CH:35]=2)[N:30]=[CH:29][C:28]=1[NH2:37])[CH2:11][C:12]1[CH:13]=[CH:14][C:15]([O:18][Si:19]([C:22]([CH3:25])([CH3:24])[CH3:23])([CH3:21])[CH3:20])=[CH:16][CH:17]=1)([C:4]([CH3:5])([CH3:6])[CH3:7])([CH3:3])[CH3:2]. Yield: 98.1%. Reaction conditions: time 20 hour. Reactants: Cl, [Na+], [OH-], CCOC(=O)Cn1c(C)cc(C2CN(CC(C)(C)O)CC2c2ccccc2)cc1=O. Yields the product Cc1cc(C2CN(CC(C)(C)O)CC2c2ccccc2)cc(=O)n1CC(=O)O. Reaction SMILES: [ClH:33].[Na+:32].[OH-:31].[OH:1][C:2]([CH2:3][N:4]1[CH2:5][CH:6]([c:23]2[cH:24][cH:25][cH:26][cH:27][cH:28]2)[CH:7]([c:9]2[cH:10][c:11](=[O:22])[n:12]([CH2:16][C:17](=[O:18])[O:19][CH2:20][CH3:21])[c:13]([CH3:15])[cH:14]2)[CH2:8]1)([CH3:29])[CH3:30]>>[OH:1][C:2]([CH2:3][N:4]1[CH2:5][CH:6]([c:23]2[cH:24][cH:25][cH:26][cH:27][cH:28]2)[CH:7]([c:9]2[cH:10][c:11](=[O:22])[n:12]([CH2:16][C:17](=[O:18])[OH:19])[c:13]([CH3:15])[cH:14]2)[CH2:8]1)([CH3:29])[CH3:30]. Reactants: C(C)(C)(C)C1=CC=CC=C1 (t-butylbenzene), [Cl-].[Al+3].[Cl-].[Cl-] (aluminum chloride), ClCCCl (1,2-dichloroethane), O (water), C(C)C(C(=O)Cl)CC(=O)Cl (Ethyl succinyl chloride). Conditions: time 23 hour. Product: C(C)OC(CCC(C1=CC=C(C=C1)C(C)(C)C)=O)=O (3-(4-t-butylbenzoyl)propanoic acid ethyl ester). Reaction SMILES: [C:1]([C:5]1[CH:10]=[CH:9][CH:8]=[CH:7][CH:6]=1)([CH3:4])([CH3:3])[CH3:2].[Cl-].[Al+3].[Cl-].[Cl-].C([CH:17]([CH2:21][C:22](Cl)=[O:23])[C:18](Cl)=[O:19])C.[OH2:25].Cl[CH2:27][CH2:28]Cl>>[CH2:27]([O:25][C:22](=[O:23])[CH2:21][CH2:17][C:18](=[O:19])[C:8]1[CH:9]=[CH:10][C:5]([C:1]([CH3:4])([CH3:3])[CH3:2])=[CH:6][CH:7]=1)[CH3:28] |f:1.2.3.4|. Procedure details: To a solution of t-butylbenzene (2.00 g) in 1,2-dichloroethane (30 mL) was added aluminum chloride (2.2 g) in ice bath. Ethyl succinyl chloride (2.3 mL) was added dropwise to the mixture, which was stirred at room temperature for 23 hours. The reaction solution was poured into water and extracted with ethyl acetate. The organic layer was washed with 1N hydrochloric acid, water and brine, dried over anhydrous magnesium sulfate and concentrated. The residue was purified by column chromatography on...